From a dataset of the Open Reaction Database (ORD), a public repository of structured organic reaction records. describe an organic reaction: reactants, conditions, products, and yield The reactants are Cl (hydrochloric acid), C(C)C1CN2C(C3=CC=CC=C13)=NC=C(C2=O)C#N ((±)-7-ethyl-6,7-dihydro-4-oxo-4H-pyrimido[2,1-a]isoquinoline-3-carbonitrile), [N-]=[N+]=[N-].[Na+] (sodium azide), [Cl-].[NH4+] (ammonium chloride). Run in CN(C=O)C (N,N-dimethylformamide), O (water). Run at time 19 hour. The product is C(C)C1CN2C(C3=CC=CC=C13)=NC=C(C2=O)C2=NN=NN2 ((±)-7-Ethyl-6,7-dihydro-3-(1H-tetrazol-5-yl)-4H-pyrimido[2,1-a]isoquinol-4-one). Yield: 87.0%. Reaction SMILES: [CH2:1]([CH:3]1[C:12]2[C:7](=[CH:8][CH:9]=[CH:10][CH:11]=2)[C:6]2=[N:13][CH:14]=[C:15]([C:18]#[N:19])[C:16](=[O:17])[N:5]2[CH2:4]1)[CH3:2].[N-:20]=[N+:21]=[N-:22].[Na+].[Cl-].[NH4+].Cl>CN(C)C=O.O>[CH2:1]([CH:3]1[C:12]2[C:7](=[CH:8][CH:9]=[CH:10][CH:11]=2)[C:6]2=[N:13][CH:14]=[C:15]([C:18]3[NH:22][N:21]=[N:20][N:19]=3)[C:16](=[O:17])[N:5]2[CH2:4]1)[CH3:2] |f:1.2,3.4|. Procedure details: A mixture of (±)-7-ethyl-6,7-dihydro-4-oxo-4H-pyrimido[2,1-a]isoquinoline-3-carbonitrile (208 mg., 0.836 mmole), sodium azide (59.8 mg., 0.92 mmole), and ammonium chloride (49.1 mg., 0.92 mmole) in N,N-dimethylformamide (2 ml.) was stirred for 19 hours at an oil bath temperature of 120°. The mixture was diluted with water and acidified with dilute hydrochloric acid to precipitate 215 mg. (87% yield) of the tetrazole, m.p. 254°-258° with decomposition. Recrystallization from acetic acid provided ... The reactants are C(\C=C/C(=O)[O-])(=O)[O-].[Ca+2] (calcium maleate), D,L-tartaric acid, [OH-].[Na+] (sodium hydroxide), O (water), O (water), O (Water). The reagents and catalysts are [OH-].[Ca+2].[OH-] (calcium hydroxide). Product: filtrate, C(=O)([O-])C(O)C(O)C(=O)[O-].[Ca+2] (calcium tartrate). Procedure details: D,L-tartaric acid, 44.7 g, 101.05 g of 50% sodium hydroxide, 50 g water, and 1.5 g calcium hydroxide were placed in a 500 ml round bottom flask fitted with a thermometer, condenser, addition funnel and mechanical stirrer. A calcium tartrate filter cake from a previous reaction (133.2 g,50% solids) was added to the reactor. The mixture was stirred at 120 rpm and heated to 80°±2° C. The calcium maleate solution was added and the reaction continued at 88°±2° C. Water, 73 g, was stripped from the re... Run in C(C)(=O)O (acetic acid). Run at temperature 27 celsius, time 1 hour. RXN SMILES: [OH-:1].[Na+].[OH2:3].[C:4]([O-:11])(=[O:10])/[CH:5]=[CH:6]\[C:7]([O-:9])=[O:8].[Ca+2:12]>[OH-].[Ca+2].[OH-].C(O)(=O)C>[C:7]([CH:6]([CH:5]([C:4]([O-:11])=[O:10])[OH:3])[OH:1])([O-:9])=[O:8].[Ca+2:12] |f:0.1,3.4,5.6.7,9.10|. Reactants: CC(C)(S(=O)NC(C(N)=NO)(C)C)C (2-(1,1-dimethylethylsulfinamido)-N′-hydroxy-2-methylpropanimidamide), C(C)OC(OCC)OCC (triethoxymethane). The solvent is CC(=O)O (AcOH). Reaction conditions: time 16 hour. Yields the product O1N=C(N=C1)C(C)(C)NS(=O)C(C)(C)C (N-(2-(1,2,4-oxadiazol-3-yl)propan-2-yl)-2-methylpropane-2-sulfinamide). Isolated yield 72.0%. Reaction SMILES: [CH3:1][C:2]([CH3:14])([S:4]([NH:6][C:7]([CH3:13])([CH3:12])[C:8](=[N:10][OH:11])[NH2:9])=[O:5])[CH3:3].[CH2:15](OC(OCC)OCC)C>CC(O)=O>[O:11]1[CH:15]=[N:9][C:8]([C:7]([NH:6][S:4]([C:2]([CH3:14])([CH3:1])[CH3:3])=[O:5])([CH3:13])[CH3:12])=[N:10]1. Procedure: 2-(1,1-dimethylethylsulfinamido)-N′-hydroxy-2-methylpropanimidamide (1.0 g, 4.5 mmol) in triethoxymethane (7.5 ml, 45 mmol) was treated with AcOH (7.5 ml) at rt. The reaction was allowed to stir at rt for 16 h. The reaction was then concentrated to dryness azeotroping with toluene 3×. The resulting yellow oil was purified on silica gel (Biotage, EtOAc/hexanes gradient) to give the expected product N-(2-(1,2,4-oxadiazol-3-yl)propan-2-yl)-2-methylpropane-2-sulfinamide (750 mg, 3.24 mmol, 72% yield... Reactants: ClN1C(CCC1=O)=O (N-chlorosuccinimide), CSC (dimethyl sulfide), FC(OC1=CC=C(C=C1)N\N=C\C1=CC=C(C(=O)OC)C=C1)(F)F ((E)-methyl 4-((2-(4-(trifluoromethoxy)-phenyl)hydrazono) methyl)benzoate). Run in C(Cl)Cl (CH2Cl2), C(Cl)Cl (CH2Cl2). Conditions: temperature -78 celsius, time 15 minute. Yields the product ClC(C1=CC=C(C(=O)OC)C=C1)=NNC1=CC=C(C=C1)OC(F)(F)F (Methyl 4-(chloro(2-(4-(trifluoromethoxy)phenyl)hydrazono)methyl)benzoate). As a reaction SMILES: [Cl:1]N1C(=O)CCC1=O.CSC.[F:12][C:13]([F:35])([F:34])[O:14][C:15]1[CH:20]=[CH:19][C:18]([NH:21]/[N:22]=[CH:23]/[C:24]2[CH:33]=[CH:32][C:27]([C:28]([O:30][CH3:31])=[O:29])=[CH:26][CH:25]=2)=[CH:17][CH:16]=1>C(Cl)Cl>[Cl:1][C:23](=[N:22][NH:21][C:18]1[CH:19]=[CH:20][C:15]([O:14][C:13]([F:34])([F:35])[F:12])=[CH:16][CH:17]=1)[C:24]1[CH:33]=[CH:32][C:27]([C:28]([O:30][CH3:31])=[O:29])=[CH:26][CH:25]=1. Procedure details: To a magnetically stirred solution of N-chlorosuccinimide (0.59 g, 4.43 mmoL) in CH2Cl2 (8 mL) at 0° C. was added dimethyl sulfide (0.85 mL, 8.87 mmoL) and the reaction mixture was stirred for 15 minutes (min) and then cooled to −78° C. To this solution was added (E)-methyl 4-((2-(4-(trifluoromethoxy)-phenyl)hydrazono) methyl)benzoate dissolved in 8 mL of CH2Cl2 and the reaction mixture was stirred at this temperature for 1 hour (h), warmed to room temperature and stirred for 2 h. The solution w... The product is FC1=C(C(=CC(=C1)F)F)CC(=O)OCC (ethyl 2,4,6-trifluorophenylacetate). Solvent: CS(=O)C (dimethylsulfoxide). Procedure details: A mixture of 2,4,6-trifluorophenylacetic acid (570 mg, 3.0 mmol), iodoethane (1.56 g, 10 mmol), and potassium carbonate (1.38 g, 10 mmol) in 5 mL of dimethylsulfoxide is stirred at 50° C. for 3 h, and cooled to room temperature. The mixture is partitioned between diethyl ether and water. The organic layer is washed with water, and saturated sodium chloride, dried over magnesium sulfate, and filtered through magnesol. The filtrate is concentrated to give ethyl 2,4,6-trifluorophenylacetate as a li... Conditions: temperature 50 celsius, time 3 hour. The reactants are FC1=C(C(=CC(=C1)F)F)CC(=O)O (2,4,6-trifluorophenylacetic acid), ICC (iodoethane), C([O-])([O-])=O.[K+].[K+] (potassium carbonate). Yield: 88.7%. Reaction SMILES: [F:1][C:2]1[CH:7]=[C:6]([F:8])[CH:5]=[C:4]([F:9])[C:3]=1[CH2:10][C:11]([OH:13])=[O:12].I[CH2:15][CH3:16].C(=O)([O-])[O-].[K+].[K+]>CS(C)=O>[F:1][C:2]1[CH:7]=[C:6]([F:8])[CH:5]=[C:4]([F:9])[C:3]=1[CH2:10][C:11]([O:13][CH2:15][CH3:16])=[O:12] |f:2.3.4|. Starting materials: C(C)(C)N1C(N=C(C2=CC=C(C=C12)C)C1=CC(=CC=C1)OC)=O (1-isopropyl-4-(3-methoxyphenyl)-7-methyl-2(1H)-quinazolinone), Br (hydrobromic acid). Run in O (water). Product: C(C)(C)N1C(N=C(C2=CC=C(C=C12)C)C1=CC(=CC=C1)O)=O (1-isopropyl-4-(3-hydroxyphenyl)-7-methyl-2(1H)-quinazolinone). As a reaction SMILES: [CH:1]([N:4]1[C:13]2[C:8](=[CH:9][CH:10]=[C:11]([CH3:14])[CH:12]=2)[C:7]([C:15]2[CH:20]=[CH:19][CH:18]=[C:17]([O:21]C)[CH:16]=2)=[N:6][C:5]1=[O:23])([CH3:3])[CH3:2].Br>O>[CH:1]([N:4]1[C:13]2[C:8](=[CH:9][CH:10]=[C:11]([CH3:14])[CH:12]=2)[C:7]([C:15]2[CH:20]=[CH:19][CH:18]=[C:17]([OH:21])[CH:16]=2)=[N:6][C:5]1=[O:23])([CH3:3])[CH3:2]. Procedure: To 0.5 g of 1-isopropyl-4-(3-methoxyphenyl)-7-methyl-2(1H)-quinazolinone is added 5 ml of 48% (aqueous) hydrobromic acid (heat evolves and the solution turns yellow). The mixture is then refluxed for 6 hours. The mixture is cooled to room temperature, then 95 ml of water added, and the resulting mixture extracted thrice with 100 ml portions of a benzene: n-butanol (8:2) mixture each extract is retained separately). Each extract is washed 4 times with 75 ml portions of water (the pH of the last w... Starting materials: crude product, ClC=1C=C(C=C(C1OCCCN1C(C=2C(C1=O)=CC=CC2)=O)Cl)OCC=C(Cl)Cl (3,5-dichloro-4-(3-phthalimidopropyloxy)-1-(3,3-dichloro-2-propenyloxy)benzene), O.NN (hydrazine monohydrate), Cl (hydrochloric acid). Run in C(C)O (ethanol). The product is ClC=1C=C(C=C(C1OCCCN)Cl)OCC=C(Cl)Cl (3,5-dichloro-4-(3-aminopropyloxy)-1-(3,3-dichloro-2-propenyloxy)benzene). Yield: 71.0%. As a reaction SMILES: [Cl:1][C:2]1[CH:3]=[C:4]([O:24][CH2:25][CH:26]=[C:27]([Cl:29])[Cl:28])[CH:5]=[C:6]([Cl:23])[C:7]=1[O:8][CH2:9][CH2:10][CH2:11][N:12]1C(=O)C2=CC=CC=C2C1=O.O.NN.Cl>C(O)C>[Cl:1][C:2]1[CH:3]=[C:4]([O:24][CH2:25][CH:26]=[C:27]([Cl:29])[Cl:28])[CH:5]=[C:6]([Cl:23])[C:7]=1[O:8][CH2:9][CH2:10][CH2:11][NH2:12] |f:1.2|. Procedure details: A reaction vessel was charged with 4.67 g of crude 3,5-dichloro-4-(3-phthalimidopropyloxy)-1-(3,3-dichloro-2-propenyloxy)benzene, 0.55 g of hydrazine monohydrate and 200 ml of ethanol. After heating under reflux for 2 hours, the reaction mixture was made weak acidic by the addition of concentrated hydrochloric acid, and then further heated under reflux for I hours. The deposited solid was collected by filtration, and the filtrate was concentrated. Water was poured into the concentrated, and the ... Starting materials: C1CCOC1, CCOC(C)=O, CC1(C)CC(=O)c2c(S(C)(=O)=O)sc(-c3cc[nH]n3)c2C1, [Na+], [OH-], Oc1ccccc1. RXN SMILES: [CH2:31]1[O:32][CH2:33][CH2:34][CH2:35]1.[CH3:36][CH2:37][O:38][C:39]([CH3:40])=[O:41].[CH3:8][C:9]1([CH3:28])[CH2:10][C:11](=[O:27])[c:12]2[c:13]([c:14](-[c:21]3[n:22][nH:23][cH:24][cH:25]3)[s:15][c:16]2[S:17]([CH3:18])(=[O:19])=[O:20])[CH2:26]1.[Na+:30].[OH-:29].[OH:1][c:2]1[cH:3][cH:4][cH:5][cH:6][cH:7]1>>[O:1]([c:2]1[cH:3][cH:4][cH:5][cH:6][cH:7]1)[c:16]1[c:12]2[c:13]([c:14](-[c:21]3[n:22][nH:23][cH:24][cH:25]3)[s:15]1)[CH2:26][C:9]([CH3:8])([CH3:28])[CH2:10][C:11]2=[O:27]. The product is CC1(C)CC(=O)c2c(Oc3ccccc3)sc(-c3cc[nH]n3)c2C1. Starting materials: CCOC(=O)C1CCN(c2ccc(C(=O)Nc3ccc(I)c(C)c3)cn2)CC1, C1CCOC1, O. Product: Cc1cc(NC(=O)c2ccc(N3CCC(C(=O)O)CC3)nc2)ccc1I. RXN SMILES: [CH2:1]([CH3:2])[O:3][C:4](=[O:5])[CH:6]1[CH2:7][CH2:8][N:9]([c:12]2[n:13][cH:14][c:15]([C:18]([NH:19][c:20]3[cH:21][c:22]([CH3:27])[c:23]([I:26])[cH:24][cH:25]3)=[O:28])[cH:16][cH:17]2)[CH2:10][CH2:11]1.[CH2:29]1[O:30][CH2:31][CH2:32][CH2:33]1.[OH2:34]>>[O:3]=[C:4]([OH:5])[CH:6]1[CH2:7][CH2:8][N:9]([c:12]2[n:13][cH:14][c:15]([C:18]([NH:19][c:20]3[cH:21][c:22]([CH3:27])[c:23]([I:26])[cH:24][cH:25]3)=[O:28])[cH:16][cH:17]2)[CH2:10][CH2:11]1. Starting materials: C(C1=CC=CC=C1)(=O)NC1=CC=C(C=C1)C1=CC=C2CN(C(C2=C1)=O)[C@H](C(=O)OC)C(C)C ((S)-Methyl 2-(6-(4-benzamidophenyl)-1-oxoisoindolin-2-yl)-3-methylbutanoate), NC1=CC=C(C=C1)C1=CC=C2CN(C(C2=C1)=O)[C@H](C(=O)OC)C(C)C ((S)-Methyl 2-(6-(4-aminophenyl)-1-oxoisoindolin-2-yl)-3-methylbutanoate), COC1=CC=C(C(=O)Cl)C=C1 (4-methoxybenzoyl chloride), compound, compound. The product is COC1=CC=C(C(=O)NC2=CC=C(C=C2)C2=CC=C3CN(C(C3=C2)=O)[C@H](C(=O)OC)C(C)C)C=C1 ((S)-Methyl 2-(6-(4-(4-methoxybenzamido)phenyl)-1-oxoisoindolin-2-yl)-3-methylbutanoate). RXN SMILES: [C:1]([NH:9][C:10]1[CH:15]=[CH:14][C:13]([C:16]2[CH:24]=[C:23]3[C:19]([CH2:20][N:21]([C@@H:26]([CH:31]([CH3:33])[CH3:32])[C:27]([O:29][CH3:30])=[O:28])[C:22]3=[O:25])=[CH:18][CH:17]=2)=[CH:12][CH:11]=1)(=[O:8])[C:2]1[CH:7]=[CH:6][CH:5]=[CH:4][CH:3]=1.NC1C=CC(C2C=C3C(CN([C@@H](C(C)C)C(OC)=O)[C:47]3=[O:50])=CC=2)=CC=1.COC1C=CC(C(Cl)=O)=CC=1>>[CH3:47][O:50][C:5]1[CH:4]=[CH:3][C:2]([C:1]([NH:9][C:10]2[CH:11]=[CH:12][C:13]([C:16]3[CH:24]=[C:23]4[C:19]([CH2:20][N:21]([C@@H:26]([CH:31]([CH3:33])[CH3:32])[C:27]([O:29][CH3:30])=[O:28])[C:22]4=[O:25])=[CH:18][CH:17]=3)=[CH:14][CH:15]=2)=[O:8])=[CH:7][CH:6]=1. Procedure details: The compound of example 103 was prepared analogous to compound of example 97 by reaction of compound of example 6 with 4-methoxybenzoyl chloride. The compound of example 103 was used directly without isolation for the preparation of compound of example 104.